From a dataset of the Open Reaction Database (ORD), a public repository of structured organic reaction records. describe an organic reaction: reactants, conditions, products, and yield The reactants are imine, [BH4-].[Na+] (sodium borohydride), COC=1C=C(C=CC1)[C@@H](C)N ((R)-1-(3-methoxyphenyl)ethylamine), CC1=C(C=CC#N)C=CC(=C1)C (2,4-dimethylcinnamonitrile), [H-].C(C(C)C)[Al+]CC(C)C (diisobutyl aluminum hydride). Yields the product CC1=C(C=CC(=C1)C)C=CCN[C@H](C)C1=CC(=CC=C1)OC ((R)-N-[3-(2,4-dimethylphenyl)prop-2-enyl]-1-(3-methoxyphenyl)ethylamine), 12F. Reaction SMILES: [CH3:1][C:2]1[CH:11]=[C:10]([CH3:12])[CH:9]=[CH:8][C:3]=1[CH:4]=[CH:5][C:6]#[N:7].[H-].C([Al+]CC(C)C)C(C)C.[CH3:23][O:24][C:25]1[CH:26]=[C:27]([C@H:31](N)[CH3:32])[CH:28]=[CH:29][CH:30]=1.[BH4-].[Na+]>>[CH3:1][C:2]1[CH:11]=[C:10]([CH3:12])[CH:9]=[CH:8][C:3]=1[CH:4]=[CH:5][CH2:6][NH:7][C@@H:31]([C:27]1[CH:28]=[CH:29][CH:30]=[C:25]([O:24][CH3:23])[CH:26]=1)[CH3:32] |f:1.2,4.5|. Procedure details: In a similar fashion, 2,4-dimethylcinnamonitrile was treated with diisobutyl aluminum hydride and the intermediate aluminum-imine complex treated with (R)-1-(3-methoxyphenyl)ethylamine. The intermediate imine was treated with ethanolic sodium borohydride. Work-up and chromatography yielded (R)-N-[3-(2,4-dimethylphenyl)prop-2-enyl]-1-(3-methoxyphenyl)ethylamine, 12F, as a clear, colorless oil; m/z (rel. int.) 295 (M+, 8), 294 (15), 174 (29), 160 (75), 145 (100), 135 (68), 117 (21), 105 (30), 91 (... The reactants are C23H23Cl2N5O3, ClC1=C(C(=O)O)C=CC(=C1)C(=O)NC(C)C1=NC2=C(N1)C=CC(=C2)Cl (rac.-2-chloro-4-{N-[1-(5-chloro-1H-benzimidazol-2-yl)ethyl]aminocarbonyl}benzoic acid), C(C)(=O)N1CCNCC1 (4-acetylpiperazine), C(C)(C)N(CC)C(C)C (diisopropylethylamine), ClCl (chlorine). The solvent is CS(=O)C (DMSO). The product is C(C)(=O)N1CCN(CC1)C(=O)C1=C(C=C(C(=O)NC(C)C2=NC3=C(N2)C=CC(=C3)Cl)C=C1)Cl (rac.-4-(4-acetylpiperazin-1-ylcarbonyl)-3-chloro-N-[1-(5-chloro-1H-benzimidazol-2-yl)ethyl]benzamide). As a reaction SMILES: [Cl:1][C:2]1[CH:10]=[C:9]([C:11]([NH:13][CH:14]([C:16]2[NH:20][C:19]3[CH:21]=[CH:22][C:23]([Cl:25])=[CH:24][C:18]=3[N:17]=2)[CH3:15])=[O:12])[CH:8]=[CH:7][C:3]=1[C:4](O)=[O:5].[C:26]([N:29]1[CH2:34][CH2:33][NH:32][CH2:31][CH2:30]1)(=[O:28])[CH3:27].C(N(C(C)C)CC)(C)C.ClCl>CS(C)=O>[C:26]([N:29]1[CH2:34][CH2:33][N:32]([C:4]([C:3]2[CH:7]=[CH:8][C:9]([C:11]([NH:13][CH:14]([C:16]3[NH:20][C:19]4[CH:21]=[CH:22][C:23]([Cl:25])=[CH:24][C:18]=4[N:17]=3)[CH3:15])=[O:12])=[CH:10][C:2]=2[Cl:1])=[O:5])[CH2:31][CH2:30]1)(=[O:28])[CH3:27]. Reported procedure: Prepared analogously to Example 1d from rac.-2-chloro-4-{N-[1-(5-chloro-1H-benzimidazol-2-yl)ethyl]aminocarbonyl}benzoic acid, 4-acetylpiperazine, PFTU, and diisopropylethylamine in DMSO at ambient temperature. HPLC-MS results: retention time: 3.99 minutes; C23H23Cl2N5O3 (488.37); mass spectrum: (M−H)−=487/489/491 (chlorine isotope). The reactants are C1(=CC=CC=C1)C(C(=O)O)C1=CC=CC=C1 (diphenylacetic acid), CN(C)C1=NC=CC=C1 (dimethylaminopyridine), C(C1=CC=CC=C1)OC1=CC=CC2=C(C=CC=C12)CCN (1-benzyloxy-5-(2-aminoethyl)naphthalene), Cl (HCl). Run in C(Cl)Cl (methylene chloride), O (water), C(CCl)Cl (EDC), C(Cl)Cl (methylene chloride). Conditions: time 10 minute. Yields the product C(C1=CC=CC=C1)OC1=CC=CC2=C(C=CC=C12)CCNC(=O)C(C1=CC=CC=C1)C1=CC=CC=C1 (1-benzyloxy-5-[2-(diphenylmethylcarbonylamino)ethyl]naphthalene). Yield: 51.6%. RXN SMILES: [C:1]1([CH:7]([C:11]2[CH:16]=[CH:15][CH:14]=[CH:13][CH:12]=2)[C:8]([OH:10])=O)[CH:6]=[CH:5][CH:4]=[CH:3][CH:2]=1.CN(C1C=CC=CN=1)C.[CH2:26]([O:33][C:34]1[C:43]2[C:38](=[C:39]([CH2:44][CH2:45][NH2:46])[CH:40]=[CH:41][CH:42]=2)[CH:37]=[CH:36][CH:35]=1)[C:27]1[CH:32]=[CH:31][CH:30]=[CH:29][CH:28]=1.Cl>C(Cl)Cl.O.C(Cl)CCl>[CH2:26]([O:33][C:34]1[C:43]2[C:38](=[C:39]([CH2:44][CH2:45][NH:46][C:8]([CH:7]([C:1]3[CH:2]=[CH:3][CH:4]=[CH:5][CH:6]=3)[C:11]3[CH:16]=[CH:15][CH:14]=[CH:13][CH:12]=3)=[O:10])[CH:40]=[CH:41][CH:42]=2)[CH:37]=[CH:36][CH:35]=1)[C:27]1[CH:28]=[CH:29][CH:30]=[CH:31][CH:32]=1. Procedure: To a solution of diphenylacetic acid (0.171 g) in methylene chloride (10 ml), dimethylaminopyridine (0.01 g) and 1-benzyloxy-5-(2-aminoethyl)naphthalene (0.196 g) were added at room temperature. After 10 minutes, EDC. HCl (0.154 g) was added to the mixture solution. The mixture was stirred overnight at room temperature for 1 night. After termination of reaction, water and methylene chloride were added to the reaction mixture. The organic layer was washed with a saturated aqueous solution of ammo... Starting materials: CO, COC(=O)c1ccc(CNC(=O)c2cc(F)cnc2Oc2ccc(F)cc2)cc1, [Na+], [OH-]. The product is O=C(O)c1ccc(CNC(=O)c2cc(F)cnc2Oc2ccc(F)cc2)cc1. RXN SMILES: [CH3:32][OH:33].[F:1][c:2]1[cH:3][c:4]([C:16](=[O:17])[NH:18][CH2:19][c:20]2[cH:21][cH:22][c:23]([C:24](=[O:25])[O:26][CH3:27])[cH:28][cH:29]2)[c:5]([O:8][c:9]2[cH:10][cH:11][c:12]([F:15])[cH:13][cH:14]2)[n:6][cH:7]1.[Na+:31].[OH-:30]>>[F:1][c:2]1[cH:3][c:4]([C:16](=[O:17])[NH:18][CH2:19][c:20]2[cH:21][cH:22][c:23]([C:24](=[O:25])[OH:26])[cH:28][cH:29]2)[c:5]([O:8][c:9]2[cH:10][cH:11][c:12]([F:15])[cH:13][cH:14]2)[n:6][cH:7]1. The reactants are CC=1C=C(C(=O)O)C=CC1[N+](=O)[O-] (3 -methyl-4-nitrobenzoic acid), CN(C1=CC=C(C=CC=O)C=C1)C (4-dimethylaminocinnamaldehyde). The product is CN(C1=CC=C(C=CC=[N+]([O-])C2=C(C=C(C=C2)C(=O)O)C)C=C1)C (α-[p-(dimethylamino)styryl]-N-(2-methyl-4-carboxyphenyl)nitrone). Yield: 97.4%. RXN SMILES: [CH3:1][C:2]1[CH:3]=[C:4]([CH:8]=[CH:9][C:10]=1[N+:11]([O-:13])=O)[C:5]([OH:7])=[O:6].[CH3:14][N:15]([CH3:26])[C:16]1[CH:25]=[CH:24][C:19]([CH:20]=[CH:21][CH:22]=O)=[CH:18][CH:17]=1>>[CH3:26][N:15]([CH3:14])[C:16]1[CH:25]=[CH:24][C:19]([CH:20]=[CH:21][CH:22]=[N+:11]([C:10]2[CH:9]=[CH:8][C:4]([C:5]([OH:7])=[O:6])=[CH:3][C:2]=2[CH3:1])[O-:13])=[CH:18][CH:17]=1. Procedure: The general procedure of Example 1 was repeated except that 132.4 g (731 mmols) of 3 -methyl-4-nitrobenzoic acid was used instead of p-nitrobenzoic acid and 118.6 g (677 mmols) of 4-dimethylaminocinnamaldehyde was used instead of 4-diethylaminobenzaldehyde, thereby obtaining 213.8 g (yield 97.4%) of α-[p-(dimethylamino)styryl]-N-(2-methyl-4-carboxyphenyl)nitrone with a purity of 96%. The results of the analyses of the thus obtained compound are shown below. The reactants are B, CO, O=C(CCCCl)N(c1ccc(F)cc1)c1ccc(F)cc1, C1CCOC1, CSC. Yields the product Fc1ccc(N(CCCCCl)c2ccc(F)cc2)cc1. RXN SMILES: [BH3:22].[CH3:26][OH:27].[Cl:1][CH2:2][CH2:3][CH2:4][C:5](=[O:6])[N:7]([c:8]1[cH:9][cH:10][c:11]([F:14])[cH:12][cH:13]1)[c:15]1[cH:16][cH:17][c:18]([F:21])[cH:19][cH:20]1.[O:28]1[CH2:29][CH2:30][CH2:31][CH2:32]1.[S:23]([CH3:24])[CH3:25]>>[Cl:1][CH2:2][CH2:3][CH2:4][CH2:5][N:7]([c:8]1[cH:9][cH:10][c:11]([F:14])[cH:12][cH:13]1)[c:15]1[cH:16][cH:17][c:18]([F:21])[cH:19][cH:20]1. Reactants: BrC1=CC2=C(N=C3C=C(C=CC3=C2C=C1OC)C#N)O[C@@H]1C[C@H](N(C1)C(=O)OC(C)(C)C)C(=O)OC (1-tert-butyl 2-methyl (2S,4R)-4-[(8-bromo-3-cyano-9-methoxyphenanthridin-6-yl)oxy]pyrrolidine-1,2-dicarboxylate), BrC1=CC2=C(N=C3C=C(C=CC3=C2C=C1OC)C#N)O[C@@H]1C[C@H](N(C1)C(=O)OC(C)(C)C)C(=O)OC (1-tert-butyl 2-methyl (2S,4R)-4-[(8-bromo-3-cyano-9-methoxyphenanthridin-6-yl)oxy]pyrrolidine-1,2-dicarboxylate), Cl (HCl). The solvent is C(Cl)Cl (DCM). Reaction conditions: time 30 minute. Yields the product Cl.BrC1=CC2=C(N=C3C=C(C=CC3=C2C=C1OC)C#N)O[C@@H]1C[C@H](NC1)C(=O)OC (methyl (4R)-4-[(8-bromo-3-cyano-9-methoxyphenanthridin-6-yl)oxy]-L-prolinate hydrochloride). Reaction SMILES: [Br:1][C:2]1[C:15]([O:16][CH3:17])=[CH:14][C:13]2[C:4](=[C:5]([O:20][C@H:21]3[CH2:25][N:24](C(OC(C)(C)C)=O)[C@H:23]([C:33]([O:35][CH3:36])=[O:34])[CH2:22]3)[N:6]=[C:7]3[C:12]=2[CH:11]=[CH:10][C:9]([C:18]#[N:19])=[CH:8]3)[CH:3]=1.[ClH:37]>C(Cl)Cl>[ClH:37].[Br:1][C:2]1[C:15]([O:16][CH3:17])=[CH:14][C:13]2[C:4](=[C:5]([O:20][C@H:21]3[CH2:25][NH:24][C@H:23]([C:33]([O:35][CH3:36])=[O:34])[CH2:22]3)[N:6]=[C:7]3[C:12]=2[CH:11]=[CH:10][C:9]([C:18]#[N:19])=[CH:8]3)[CH:3]=1 |f:3.4|. Reported procedure: To a solution of the product mixture from Step 1, 1-tert-butyl 2-methyl (2S,4R)-4-[(8-bromo-3-cyano-9-methoxyphenanthridin-6-yl)oxy]pyrrolidine-1,2-dicarboxylate (419 mg, 0.75 mmol) in DCM (10 mL) was bubbled HCl(g) for 20 min. After stirring for an additional 30 min, the solvent was removed in vacuo to yield methyl (4R)-4-[(8-bromo-3-cyano-9-methoxyphenanthridin-6-yl)oxy]-L-prolinate hydrochloride, which was taken up in DCM (5 mL) and linker intermediate B21, (2S)-cyclopentyl({[(2,2-dimethylpen... Starting materials: C(C)(C)(C)OC(N(C)[C@@H](C)C(N[C@H]1CNC2=C(N(C1=O)CC1=C(C=CC3=C(C=CC=C13)Br)OC)C=CC=C2)=O)=O ({(S)-1-[(S)-1-(5-bromo-2-methoxy-naphthalen-1-ylmethyl)-2-oxo-2,3,4,5-tetrahydro-1H-benzo[b][1,4]diazepin-3-ylcarbamoyl]-ethyl}-methyl-carbamic acid tert-butyl ester), C(C)(C)(C)OC(N(C)[C@@H](C)C(N[C@H]1CNC2=C(N(C1=O)CC1=C(C=CC3=C(C=CC=C13)Br)OC)C=CC=C2)=O)=O ({(S)-1-[(S)-1-(5-bromo-2-methoxy-naphthalen-1-ylmethyl)-2-oxo-2,3,4,5-tetrahydro-1H-benzo[b][1,4]diazepin-3-ylcarbamoyl]-ethyl}-methyl-carbamic acid tert-butyl ester), FC(C(=O)O)(F)F.N[C@H]1CNC2=C(N(C1=O)CC1=NN(C3=CC=CC=C13)C1=C(C#N)C=CC=C1)C=CC=C2 (2-[3-((S)-3-amino-2-oxo-2,3,4,5-tetrahydro-benzo[b][1,4]diazepin-1-ylmethyl)-indazol-1-yl]-benzonitrile trifluoroacetate), N([C@@H](C)C(=O)O)(C)C(=O)OC(C)(C)C (Boc-N-Me-Ala-OH). Product: C(C)(C)(C)OC(N(C)[C@@H](C)C(N[C@H]1CNC2=C(N(C1=O)CC1=NN(C3=CC=CC=C13)C1=C(C=CC=C1)C#N)C=CC=C2)=O)=O (((S)-1-{(S)-1-[1-(2-Cyano-phenyl)-1H-indazol-3-ylmethyl]-2-oxo-2,3,4,5-tetrahydro-1H-benzo[b][1,4]diazepin-3-ylcarbamoyl}-ethyl)-methyl-carbamic acid tert-butyl ester). Yield: 72.8%. As a reaction SMILES: [C:1]([O:5][C:6](=[O:40])[N:7]([C@H:9]([C:11](=[O:39])[NH:12][C@@H:13]1[C:19](=[O:20])[N:18]([CH2:21][C:22]2C3C(=C(Br)C=CC=3)C=[CH:24][C:23]=2OC)[C:17]2[CH:35]=[CH:36][CH:37]=[CH:38][C:16]=2[NH:15][CH2:14]1)[CH3:10])[CH3:8])([CH3:4])([CH3:3])[CH3:2].FC(F)(F)C(O)=O.N[C@@H]1C(=O)N(CC2C3[C:61](=[CH:62][CH:63]=[CH:64]C=3)[N:60]([C:67]3[CH:74]=[CH:73][CH:72]=[CH:71][C:68]=3[C:69]#[N:70])[N:59]=2)C2C=CC=CC=2NC1.N(C(OC(C)(C)C)=O)(C)[C@H](C(O)=O)C>>[C:1]([O:5][C:6](=[O:40])[N:7]([C@H:9]([C:11](=[O:39])[NH:12][C@@H:13]1[C:19](=[O:20])[N:18]([CH2:21][C:22]2[C:23]3[C:61](=[CH:62][CH:63]=[CH:64][CH:24]=3)[N:60]([C:67]3[CH:74]=[CH:73][CH:72]=[CH:71][C:68]=3[C:69]#[N:70])[N:59]=2)[C:17]2[CH:35]=[CH:36][CH:37]=[CH:38][C:16]=2[NH:15][CH2:14]1)[CH3:10])[CH3:8])([CH3:2])([CH3:4])[CH3:3] |f:1.2|. Procedure: In a similar manner to that described for the preparation of {(S)-1-[(S)-1-(5-bromo-2-methoxy-naphthalen-1-ylmethyl)-2-oxo-2,3,4,5-tetrahydro-1H-benzo[b][1,4]diazepin-3-ylcarbamoyl]-ethyl}-methyl-carbamic acid tert-butyl ester (Intermediate 12), 2-[3-((S)-3-amino-2-oxo-2,3,4,5-tetrahydro-benzo[b][1,4]diazepin-1-ylmethyl)-indazol-1-yl]-benzonitrile trifluoroacetate (step 1 above) (680 mg, 1.30 mmol) and Boc-N-Me-Ala-OH (290.88 mg, 1.43 mmol) were converted to the title compound (570 mg, 72.8%) ob... Reaction SMILES: [CH3:28][c:29]1[cH:30][cH:31][cH:32][cH:33][cH:34]1.[CH3:43][CH2:44][O:45][C:46](=[O:47])[CH3:48].[Cl:35][C:36](=[O:37])[O:38][C:39]([Cl:40])([Cl:41])[Cl:42].[Na+:27].[O:1]1[CH2:2][CH2:3][N:4]([CH2:7][CH2:8][CH:9]([c:10]2[cH:11][cH:12][cH:13][cH:14][cH:15]2)[NH:16][CH2:17][CH:18]([OH:19])[c:20]2[cH:21][cH:22][cH:23][cH:24][cH:25]2)[CH2:5][CH2:6]1.[OH-:26]>>[O:1]1[CH2:2][CH2:3][N:4]([CH2:7][CH2:8][CH:9]([c:10]2[cH:11][cH:12][cH:13][cH:14][cH:15]2)[N:16]2[CH2:17][CH:18]([c:20]3[cH:21][cH:22][cH:23][cH:24][cH:25]3)[O:19][C:36]2=[O:37])[CH2:5][CH2:6]1. Reactants: Cc1ccccc1, CCOC(C)=O, O=C(Cl)OC(Cl)(Cl)Cl, [Na+], OC(CNC(CCN1CCOCC1)c1ccccc1)c1ccccc1, [OH-]. The product is O=C1OC(c2ccccc2)CN1C(CCN1CCOCC1)c1ccccc1. Reactants: C(C)(C)(C)C1=CC=C(C=C1)C=C(C(=O)O)C (3-(4-tert-butylphenyl)-2-methylacrylic acid). The reagents and catalysts are [Pd] (palladium on activated carbon). Solvent: CO (methanol). Reaction conditions: time 5 hour. Yields the product C(C)(C)(C)C1=CC=C(C=C1)CC(C(=O)O)C (3-(4-tert-Butylphenyl)-2-methylpropionic acid). Yield: 93.4%. As a reaction SMILES: [C:1]([C:5]1[CH:10]=[CH:9][C:8]([CH:11]=[C:12]([CH3:16])[C:13]([OH:15])=[O:14])=[CH:7][CH:6]=1)([CH3:4])([CH3:3])[CH3:2]>[Pd].CO>[C:1]([C:5]1[CH:10]=[CH:9][C:8]([CH2:11][CH:12]([CH3:16])[C:13]([OH:15])=[O:14])=[CH:7][CH:6]=1)([CH3:4])([CH3:2])[CH3:3]. Procedure details: 3-(4-tert-butylphenyl)-2-methylacrylic acid (40.9 mg, 0.19 mmol) and 10 wt. % palladium on activated carbon were added in methanol. The reaction mixture was stirred for 5 hrs under H2 gas. The reaction mixture was filtered with Celite. The filterate was concentrated in vacuo to obtain title compound (39.1 mg, 93.47%).